From a dataset of the Open Reaction Database (ORD), a public repository of structured organic reaction records. describe an organic reaction: reactants, conditions, products, and yield The product is CC(CC(C)C)C1=C(N)C=CC=C1 (2-(1,3-Dimethylbutyl)aniline). As a reaction SMILES: ClC1C=CC([N+]([O-])=O)=C(CCC(C)CC)C=1.Cl[C:18]1[CH:23]=[CH:22][C:21]([N+:24]([O-])=O)=[C:20]([CH:27]([CH3:32])[CH2:28][CH:29]([CH3:31])[CH3:30])[CH:19]=1>>[CH3:32][CH:27]([C:20]1[CH:19]=[CH:18][CH:23]=[CH:22][C:21]=1[NH2:24])[CH2:28][CH:29]([CH3:30])[CH3:31]. Reported procedure: The desired compound was prepared by carrying out the same procedures as described in Example 9(2) except that 4-chloro-2-(3-methylpentyl)nitrobenzene was replaced by 4-chloro-2-(1,3-dimethylbutyl)nitrobenzene. The reactants are ClC1=CC(=C(C=C1)[N+](=O)[O-])CCC(CC)C (4-chloro-2-(3-methylpentyl)nitrobenzene), ClC1=CC(=C(C=C1)[N+](=O)[O-])C(CC(C)C)C (4-chloro-2-(1,3-dimethylbutyl)nitrobenzene). Reactants: C(C1=CC=CC=C1)OC(=O)N1C(CN(CC1)C(=O)OCC1=CC=CC=C1)C(=O)OC ((+/-)-Methyl N,N'-dibenzyloxycarbonylpiperazine-2-carboxylate), [BH4-].[Li+] (lithium borohydride). Solvent: O1CCCC1 (tetrahydrofuran). Conditions: time 19 hour. Yields the product C1(=CC=CC=C1)COC(=O)N1CC2N(CC1)C(OC2)=O ((+/-)-Tetrahydro-3-oxo-3 H-oxazolo(3, 4-a)pyrazin-7(1 H)-carboxylic acid phenylmethylester). As a reaction SMILES: C(O[C:9]([N:11]1[CH2:16][CH2:15][N:14]([C:17]([O:19][CH2:20][C:21]2[CH:26]=[CH:25][CH:24]=[CH:23][CH:22]=2)=[O:18])[CH2:13][CH:12]1[C:27]([O:29]C)=O)=[O:10])C1C=CC=CC=1.[BH4-].[Li+]>O1CCCC1>[C:21]1([CH2:20][O:19][C:17]([N:14]2[CH2:15][CH2:16][N:11]3[C:9](=[O:10])[O:29][CH2:27][CH:12]3[CH2:13]2)=[O:18])[CH:22]=[CH:23][CH:24]=[CH:25][CH:26]=1 |f:1.2|. Procedure details: To a flask containing methyl N,N'-dibenzyloxycarbonylpiperazine-2-carboxylate (Step 2, 12.60 g, 30.60 mmol) and tetrahydrofuran (65 mL) at 0° C. under an inert atmosphere is added lithium borohydride (2 M in THF) (23.00 mL, 45.9 mmol). The solution is warmed to ambient temperature, stirred 19 hours, cooled to 0° C., and quenched with water (50 mL). The mixture is diluted with ethyl acetate (100 mL) and the pH is adjusted to 2 with 1N HCl. The layers are separated and the aqueous phase is extract... Reported procedure: 26.5 g of 1-(4-chlorophenyl)-ethanol are added dropwise to 7.9 g of sodium hydride (55% in oil) in 250 ml of dimethylacetamide and the mixture is stirred at room temperature for 30 minutes. 25.7 g of 4-fluoropropiophenone are then added dropwise; the mixture is heated to 100° C. and stirred for 90 minutes. After cooling, the reaction mixture is concentrated in vacua; the residue is taken up in ethyl acetate, washed twice with water and once with saturated sodium chloride solution and dried over ... Reaction conditions: time 30 minute. Yields the product ClC1=CC=C(C=C1)C(C)OC1=CC=C(C=C1)C(CC)=O (1-[4-(1-{4-Chlorophenyl}ethoxy)-phenyl]propan-1-one). As a reaction SMILES: [Cl:1][C:2]1[CH:7]=[CH:6][C:5]([CH:8]([OH:10])[CH3:9])=[CH:4][CH:3]=1.[H-].[Na+].[CH3:13][CH2:14][C:15]([C:17]1[CH:22]=[CH:21][C:20](F)=[CH:19][CH:18]=1)=[O:16]>CC(N(C)C)=O>[Cl:1][C:2]1[CH:7]=[CH:6][C:5]([CH:8]([O:10][C:20]2[CH:21]=[CH:22][C:17]([C:15](=[O:16])[CH2:14][CH3:13])=[CH:18][CH:19]=2)[CH3:9])=[CH:4][CH:3]=1 |f:1.2|. Reactants: ClC1=CC=C(C=C1)C(C)O (1-(4-chlorophenyl)-ethanol), [H-].[Na+] (sodium hydride), CCC(=O)C1=CC=C(C=C1)F (4-fluoropropiophenone). Solvent: CC(=O)N(C)C (dimethylacetamide). Starting materials: BrC1=C(C=CC(=C1)F)C1C(=C(NC(=N1)C=1SC=CN1)CN1[C@@H](COCC1)C(=O)O)C(=O)OCC ((3S)-4-((6-(2-bromo-4-fluorophenyl)-5-(ethoxycarbonyl)-2-(thiazol-2-yl)-3,6-dihydropyrimidin-4-yl)methyl)morpholine-3-carboxylic acid), NCCO (2-aminoethanol). Product: BrC1=C(C=CC(=C1)F)C1N=C(NC(=C1C(=O)OCC)CN1[C@@H](COCC1)C(NCCO)=O)C=1SC=CN1 (Ethyl 4-(2-bromo-4-fluorophenyl)-6-(((S)-3-((2-hydroxyethyl)carbamoyl)morpholino)methyl)-2-(thiazol-2-yl)-1,4-dihydropyrimidine-5-carboxylate). Yield: 55.9%. As a reaction SMILES: [Br:1][C:2]1[CH:7]=[C:6]([F:8])[CH:5]=[CH:4][C:3]=1[CH:9]1[N:14]=[C:13]([C:15]2[S:16][CH:17]=[CH:18][N:19]=2)[NH:12][C:11]([CH2:20][N:21]2[CH2:26][CH2:25][O:24][CH2:23][C@H:22]2[C:27](O)=[O:28])=[C:10]1[C:30]([O:32][CH2:33][CH3:34])=[O:31].[NH2:35][CH2:36][CH2:37][OH:38]>>[Br:1][C:2]1[CH:7]=[C:6]([F:8])[CH:5]=[CH:4][C:3]=1[CH:9]1[C:10]([C:30]([O:32][CH2:33][CH3:34])=[O:31])=[C:11]([CH2:20][N:21]2[CH2:26][CH2:25][O:24][CH2:23][C@H:22]2[C:27](=[O:28])[NH:35][CH2:36][CH2:37][OH:38])[NH:12][C:13]([C:15]2[S:16][CH:17]=[CH:18][N:19]=2)=[N:14]1. Procedure: (3S)-4-((6-(2-bromo-4-fluorophenyl)-5-(ethoxycarbonyl)-2-(thiazol-2-yl)-3,6-dihydropyrimidin-4-yl)methyl)morpholine-3-carboxylic acid (0.5 g, 0.9 mmol) was reacted with 2-aminoethanol (72 mg, 1.2 mmol) according to the procedure as described in Example 53 to give the title compound as a yellow solid (0.3 g, 56%). The compound was characterized by the following spectroscopic data: